This data is from the Open Reaction Database (ORD), a public repository of structured organic reaction records. The task is: describe an organic reaction: reactants, conditions, products, and yield Starting materials: [H-].[Na+] (sodium hydride), BrC1=C(C=CC=C1)S (o-bromothiophenol), [H][H] (hydrogen), [Si](C)(C)(C(C)(C)C)Cl (tert-butyldimethylsilyl chloride). Solvent: C1CCOC1 (THF), C1CCOC1 (THF). RXN SMILES: [H-].[Na+].[Br:3][C:4]1[CH:9]=[CH:8][CH:7]=[CH:6][C:5]=1[SH:10].[H][H].[Si:13](Cl)([C:16]([CH3:19])([CH3:18])[CH3:17])([CH3:15])[CH3:14]>C1COCC1>[Br:3][C:4]1[CH:9]=[CH:8][CH:7]=[CH:6][C:5]=1[S:10][Si:13]([C:16]([CH3:19])([CH3:18])[CH3:17])([CH3:15])[CH3:14] |f:0.1|. Reaction conditions: temperature 0 celsius, time 15 minute. Product: BrC1=C(C=CC=C1)S[Si](C)(C)C(C)(C)C (o-bromo-(S-tert-butyldimethylsilyl)benzenethiol). The yield is 48.0%. Reported procedure: A dry 500 ml round bottom flask, equipped with a magnetic stirring bar and maintained under static argon atmosphere, was charged with sodium hydride (4.55 g, 113 mmol) in mineral oil (60% by weight) and dry THF (80 ml). To this well-stirred slurry, maintained at 0° C. in an ice bath, was added o-bromothiophenol (18.7 g, 99 mmol). Reaction was rapid with vigorous hydrogen evolution. After 15 min, tert-butyldimethylsilyl chloride dissolved in 35 ml of THF was added dropwise (15 min). The resulting... Solvent: CC(C=O)(C)C (trimethylacetaldehyde), C(Cl)Cl (methylene chloride), CCOCC (ether). Run at time 24 hour. Starting materials: C(C)(C)(C)S(=O)(=O)C[C@H](C(=O)N[C@H](C(=O)N[C@H]([C@H]([C@H](C(C)C)O)O)CC1CCCCC1)CC=1N=CNC1)CC1=CC=CC=C1 ((S)-α-[(S)-α-[(t-butylsulphonyl)methyl]hydrocinnamamido]-N-[(1S,2R,3S)-1-(cyclohexylmethyl)-2,3-dihydroxy-4-methylpentyl]imidazole-4-propionamide), C1(=CC=C(C=C1)S(=O)(=O)O)C (p-toluenesulphonic acid). Reaction SMILES: C(S(C[C@@H](CC1C=CC=CC=1)C(N[C@@H:13]([CH2:32][C:33]1[N:34]=[CH:35][NH:36][CH:37]=1)[C:14]([NH:16][C@@H](CC1CCCCC1)[C@@H](O)[C@@H](O)C(C)C)=[O:15])=O)(=O)=O)(C)(C)C.C1(C)C=CC(S(O)(=O)=O)=CC=1>CC(C)(C)C=O.C(Cl)Cl.CCOCC>[NH:36]1[CH:37]=[C:33]([CH2:32][CH2:13][C:14]([NH2:16])=[O:15])[N:34]=[CH:35]1. Reported procedure: 130 mg of (S)-α-[(S)-α-[(t-butylsulphonyl)methyl]hydrocinnamamido]-N-[(1S,2R,3S)-1-(cyclohexylmethyl)-2,3-dihydroxy-4-methylpentyl]imidazole-4-propionamide and 130 mg of p-toluenesulphonic acid in 1 ml of trimethylacetaldehyde and 10 ml of methylene chloride are left to stand at room temperature for 24 hours. Thereafter, the reaction mixture is taken up in ether and the organic phase is washed in succession with 2N sodium bicarbonate solution and water, dried and evaporated. Chromatography of th... Yields the product N1C=NC(=C1)CCC(=O)N (imidazole-4-propionamide). Starting materials: C(CCCCCO)O (1,6-hexanediol), C1(=CC=CC=C1)CCCOCCCCCC(=O)O (6-(3-phenyl-propoxy)-hexanoic acid), Cl.Cl.C(C1=CC=CC=C1)OC(C[C@H](CN(C)C)N)=O ((R)-3-amino-4-dimethylamino-butyric acid benzyl ester dihydrochloride), BrCCCC1=CC=CC=C1 (1-bromo-3-phenylpropane), C1(=CC=CC=C1)CCCOCCCCCCO (6-(3-phenyl-propoxy)-hexan-1-ol). Product: C(C1=CC=CC=C1)OC(C[C@H](CN(C)C)NC(CCCCCOCCCC1=CC=CC=C1)=O)=O ((R)-4-dimethylamino-3-[6-(3-phenyl-propoxy)-hexanoylamino]-butyric acid benzyl ester). Reaction SMILES: C(O)CCCCCO.BrCCCC1C=CC=CC=1.[C:19]1([CH2:25][CH2:26][CH2:27][O:28][CH2:29][CH2:30][CH2:31][CH2:32][CH2:33][CH2:34][OH:35])[CH:24]=[CH:23][CH:22]=[CH:21][CH:20]=1.C1(CCCOCCCCCC(O)=O)C=CC=CC=1.Cl.Cl.[CH2:56]([O:63][C:64](=[O:72])[CH2:65][C@@H:66]([NH2:71])[CH2:67][N:68]([CH3:70])[CH3:69])[C:57]1[CH:62]=[CH:61][CH:60]=[CH:59][CH:58]=1>>[CH2:56]([O:63][C:64](=[O:72])[CH2:65][C@@H:66]([NH:71][C:34](=[O:35])[CH2:33][CH2:32][CH2:31][CH2:30][CH2:29][O:28][CH2:27][CH2:26][CH2:25][C:19]1[CH:24]=[CH:23][CH:22]=[CH:21][CH:20]=1)[CH2:67][N:68]([CH3:69])[CH3:70])[C:57]1[CH:62]=[CH:61][CH:60]=[CH:59][CH:58]=1 |f:4.5.6|. Procedure: The title compound, m/e=379.4 ([M+H]+), was produced in analogy with example 1, steps 1 to 4. Thus, 1,6-hexanediol was alkylated in step 1 with 1-bromo-3-phenylpropane, leading to 6-(3-phenyl-propoxy)-hexan-1-ol, which was oxidized in step 2 to 6-(3-phenyl-propoxy)-hexanoic acid. This was coupled in step 3 with (R)-3-amino-4-dimethylamino-butyric acid benzyl ester dihydrochloride to produce (R)-4-dimethylamino-3-[6-(3-phenyl-propoxy)-hexanoylamino]-butyric acid benzyl ester, which was hydrogenat... Reactants: COC1=C(C=C(C=C1)C(=O)OC)O (methyl 3-hydroxy-4-methoxy benzoate), C([O-])([O-])=O.[Cs+].[Cs+] (cesium carbonate), CS(=O)(=O)OCC1CCN(CC1)C(=O)OC(C)(C)C (1,1-dimethylethyl 4-{[(methylsulfonyl)oxy]methyl}piperidine-1-carboxylate), O (water). Solvent: CN(C)C=O (DMF). Run at temperature 70 celsius, time 2 hour. Yields the product COC1=C(C=C(C=C1)C(=O)OC)OCC1CCN(CC1)C(=O)OC(C)(C)C (1,1-dimethylethyl 4-[({2-(methyloxy)-5-[(methyloxy)carbonyl]phenyl}oxy)methyl]piperidine-1-carboxylate). The yield is 84.5%. As a reaction SMILES: [CH3:1][O:2][C:3]1[CH:8]=[CH:7][C:6]([C:9]([O:11][CH3:12])=[O:10])=[CH:5][C:4]=1[OH:13].C(=O)([O-])[O-].[Cs+].[Cs+].CS(O[CH2:25][CH:26]1[CH2:31][CH2:30][N:29]([C:32]([O:34][C:35]([CH3:38])([CH3:37])[CH3:36])=[O:33])[CH2:28][CH2:27]1)(=O)=O.O>CN(C=O)C>[CH3:1][O:2][C:3]1[CH:8]=[CH:7][C:6]([C:9]([O:11][CH3:12])=[O:10])=[CH:5][C:4]=1[O:13][CH2:25][CH:26]1[CH2:31][CH2:30][N:29]([C:32]([O:34][C:35]([CH3:36])([CH3:38])[CH3:37])=[O:33])[CH2:28][CH2:27]1 |f:1.2.3|. Reported procedure: To a solution of methyl 3-hydroxy-4-methoxy benzoate (2.0 g, 11 mmol) in DMF (25 mL) was added cesium carbonate (7.2 g, 22 mmol) and 1,1-dimethylethyl 4-{[(methylsulfonyl)oxy]methyl}piperidine-1-carboxylate (3.2 g, 11 mmol). The mixture was heated to 70° C. and stirred for 2 h. After cooling to rt, water was added and the resulting aqueous mixture was extracted with ether followed by ethyl acetate. The organic layers were combined, dried over sodium sulfate, filtered, and concentrated in vacuo. ... Starting materials: CN1CCCCC1=O, CC(C)NC(C)C, [Li]CCCC, C1CCOC1, Cl[Se]c1ccccc1. The product is CN1CCCC([Se]c2ccccc2)C1=O. Reaction SMILES: [CH3:13][N:14]1[C:15](=[O:20])[CH2:16][CH2:17][CH2:18][CH2:19]1.[CH:1]([NH:2][CH:3]([CH3:4])[CH3:5])([CH3:6])[CH3:7].[Li:8][CH2:9][CH2:10][CH2:11][CH3:12].[O:29]1[CH2:30][CH2:31][CH2:32][CH2:33]1.[c:21]1([Se:27][Cl:28])[cH:22][cH:23][cH:24][cH:25][cH:26]1>>[CH3:13][N:14]1[C:15](=[O:20])[CH:16]([Se:27][c:21]2[cH:22][cH:23][cH:24][cH:25][cH:26]2)[CH2:17][CH2:18][CH2:19]1. Starting materials: CC(C)(C)[O-].[K+] (potassium tert-butylate), O.Cl.ClC=1C=C(C=CC1Cl)C(CN(C(C1=CC=CC=C1)=O)C)CCN1CCC(CC1)(C1=CC=CC=C1)COC(=O)NCC.O.O.ClC=1C=C(C=CC1Cl)C(CN(C(C1=CC=CC=C1)=O)C)CCN1CCC(CC1)(COC(=O)NCC)C1=CC=CC=C1.Cl (N-[2-(3,4-Dichlorophenyl)-4-[4-(ethylaminocarbonyloxymethyl)-4-phenyl-1-piperidyl]butyl]-N-methylbenzamide hydrochloride sesquihydrate), compound, Cl (hydrogen chloride). The solvent is CN(C)C=O (DMF). Run at temperature 80 celsius. The product is O.Cl.C(=O)(O)CC1(CCN(CC1)CCC(CN(C(C1=CC=CC=C1)=O)C)C1=CC(=C(C=C1)Cl)Cl)C1=CC=CC=C1.O.O.C(=O)(O)CC1(CCN(CC1)CCC(CN(C(C1=CC=CC=C1)=O)C)C1=CC(=C(C=C1)Cl)Cl)C1=CC=CC=C1.Cl (N-[4-[4-(Carboxymethyl)-4-phenyl-1-piperidyl]-2-(3,4-dichlorophenyl)butyl]-N-methylbenzamide hydrochloride sesquihydrate). Yield: 136.9%. As a reaction SMILES: CC([O-:5])(C)C.[K+].[OH2:7].[ClH:8].[Cl:9][C:10]1[CH:11]=[C:12]([CH:17]([CH2:29][CH2:30][N:31]2[CH2:36][CH2:35][C:34]([CH2:43][O:44][C:45](NCC)=[O:46])([C:37]3[CH:42]=[CH:41][CH:40]=[CH:39][CH:38]=3)[CH2:33][CH2:32]2)[CH2:18][N:19]([CH3:28])[C:20](=[O:27])[C:21]2[CH:26]=[CH:25][CH:24]=[CH:23][CH:22]=2)[CH:13]=[CH:14][C:15]=1[Cl:16].O.O.[Cl:52][C:53]1[CH:54]=[C:55]([CH:60]([CH2:72][CH2:73][N:74]2[CH2:79][CH2:78][C:77]([C:87]3[CH:92]=[CH:91][CH:90]=[CH:89][CH:88]=3)([CH2:80][O:81][C:82](NCC)=[O:83])[CH2:76][CH2:75]2)[CH2:61][N:62]([CH3:71])[C:63](=[O:70])[C:64]2[CH:69]=[CH:68][CH:67]=[CH:66][CH:65]=2)[CH:56]=[CH:57][C:58]=1[Cl:59].Cl.Cl>CN(C=O)C>[OH2:5].[ClH:9].[C:45]([CH2:80][C:77]1([C:87]2[CH:88]=[CH:89][CH:90]=[CH:91][CH:92]=2)[CH2:78][CH2:79][N:74]([CH2:73][CH2:72][CH:60]([C:55]2[CH:56]=[CH:57][C:58]([Cl:59])=[C:53]([Cl:52])[CH:54]=2)[CH2:61][N:62]([CH3:71])[C:63](=[O:70])[C:64]2[CH:69]=[CH:68][CH:67]=[CH:66][CH:65]=2)[CH2:75][CH2:76]1)([OH:46])=[O:44].[OH2:27].[OH2:7].[C:82]([CH2:43][C:34]1([C:37]2[CH:38]=[CH:39][CH:40]=[CH:41][CH:42]=2)[CH2:33][CH2:32][N:31]([CH2:30][CH2:29][CH:17]([C:12]2[CH:13]=[CH:14][C:15]([Cl:16])=[C:10]([Cl:9])[CH:11]=2)[CH2:18][N:19]([CH3:28])[C:20](=[O:27])[C:21]2[CH:22]=[CH:23][CH:24]=[CH:25][CH:26]=2)[CH2:36][CH2:35]1)([OH:83])=[O:81].[ClH:8] |f:0.1,2.3.4.5.6.7.8,11.12.13.14.15.16.17|. Reported procedure: 1.8 g of potassium tert-butylate and then 1.5 g of the compound obtained in step C of EXAMPLE 15 are added to a solution of 2.3 g of the compound obtained in PREPARATION 1.22 in 20 ml of DMF, and the reaction mixture is heated to 80° C. for 2 hours. It is concentrated under vacuum, the residue is taken up in water, the mixture is neutralized to pH 7 by adding concentrated HCl solution, the product is extracted with DCM, the organic phase is washed with water and dried over MgSO4 and the solvent ... Reactants: O=[Ag], CC(C)(C)OC(=O)N1CC2CC(NC(=O)CNC(=O)c3cccc(C(F)(F)F)c3)C(CO)C2C1, CI, CN(C)C=O. Yields the product COCC1C(NC(=O)CNC(=O)c2cccc(C(F)(F)F)c2)CC2CN(C(=O)OC(C)(C)C)CC21. RXN SMILES: [Ag:37]=[O:38].[C:1]([CH3:2])([CH3:3])([CH3:4])[O:5][C:6](=[O:7])[N:8]1[CH2:9][CH:10]2[CH:11]([CH2:12]1)[CH:13]([CH2:33][OH:34])[CH:14]([NH:16][C:17]([CH2:18][NH:19][C:20]([c:21]1[cH:22][c:23]([C:27]([F:28])([F:29])[F:30])[cH:24][cH:25][cH:26]1)=[O:31])=[O:32])[CH2:15]2.[I:35][CH3:36].[O:39]=[CH:40][N:41]([CH3:42])[CH3:43]>>[C:1]([CH3:2])([CH3:3])([CH3:4])[O:5][C:6](=[O:7])[N:8]1[CH2:9][CH:10]2[CH:11]([CH2:12]1)[CH:13]([CH2:33][O:34][CH3:36])[CH:14]([NH:16][C:17]([CH2:18][NH:19][C:20]([c:21]1[cH:22][c:23]([C:27]([F:28])([F:29])[F:30])[cH:24][cH:25][cH:26]1)=[O:31])=[O:32])[CH2:15]2. The reactants are ClC=1C=C(C=CC1F)C1=CC(=NC(=N1)N1C(CCC1)C)N1CCN(CC1)C1=C(C=C(C=N1)N)C (6-{4-[6-(3-chloro-4-fluoro-phenyl)-2-(2-methyl-pyrrolidin-1-yl)-pyrimidin-4-yl]-piperazin-1-yl}-5-methyl-pyridin-3-ylamine), N(=O)[O-].[Na+] (NaNO2). Run in OS(=O)(=O)O (H2SO4), O (water). Run at temperature 0 celsius, time 30 minute. Yields the product ClC=1C=C(C=CC1F)C1=CC(=NC(=N1)N1C(CCC1)C)N1CCN(CC1)C1=C(C=C(C=N1)O)C (6-{4-[6-(3-chloro-4-fluoro-phenyl)-2-(2-methyl-pyrrolidin-1-yl)-pyrimidin-4-yl]-piperazin-1-yl}-5-methyl-pyridin-3-ol). Reaction SMILES: [Cl:1][C:2]1[CH:3]=[C:4]([C:9]2[N:14]=[C:13]([N:15]3[CH2:19][CH2:18][CH2:17][CH:16]3[CH3:20])[N:12]=[C:11]([N:21]3[CH2:26][CH2:25][N:24]([C:27]4[N:32]=[CH:31][C:30](N)=[CH:29][C:28]=4[CH3:34])[CH2:23][CH2:22]3)[CH:10]=2)[CH:5]=[CH:6][C:7]=1[F:8].N([O-])=[O:36].[Na+]>OS(O)(=O)=O.O>[Cl:1][C:2]1[CH:3]=[C:4]([C:9]2[N:14]=[C:13]([N:15]3[CH2:19][CH2:18][CH2:17][CH:16]3[CH3:20])[N:12]=[C:11]([N:21]3[CH2:26][CH2:25][N:24]([C:27]4[N:32]=[CH:31][C:30]([OH:36])=[CH:29][C:28]=4[CH3:34])[CH2:23][CH2:22]3)[CH:10]=2)[CH:5]=[CH:6][C:7]=1[F:8] |f:1.2|. Procedure details: To a cooled solution of 6-{4-[6-(3-chloro-4-fluoro-phenyl)-2-(2-methyl-pyrrolidin-1-yl)-pyrimidin-4-yl]-piperazin-1-yl}-5-methyl-pyridin-3-ylamine (146 mg, 0.303 mmol) in 10% aqueous H2SO4 add NaNO2 (22 mg, 0.318 mmol) in 1 ml of water, dropwise. Stir the solution at 0° C. for 30 minutes. Heat the mixture at 90° C. for 1 hour. Cool to room temperature, adjust the pH to 7, and extract with EtOAc. Wash with brine, dry the solution (Na2SO4), and concentrate under reduced pressure. Purify the residu... Starting materials: CN(C)C=O, CS(=O)(=O)OCC(OCc1ccccc1)C(OCc1ccccc1)C(COCc1ccccc1)OS(C)(=O)=O, [N-]=[N+]=[N-], [Na+]. Yields the product CS(=O)(=O)OC(COCc1ccccc1)C(OCc1ccccc1)C(CN=[N+]=[N-])OCc1ccccc1. As a reaction SMILES: [CH3:44][N:45]([CH3:46])[CH:47]=[O:48].[CH3:5][S:6]([O:7][CH2:10][CH:11]([O:12][CH2:13][c:14]1[cH:15][cH:16][cH:17][cH:18][cH:19]1)[CH:20]([O:21][CH2:22][c:23]1[cH:24][cH:25][cH:26][cH:27][cH:28]1)[CH:29]([O:30][S:31](=[O:32])(=[O:33])[CH3:34])[CH2:35][O:36][CH2:37][c:38]1[cH:39][cH:40][cH:41][cH:42][cH:43]1)(=[O:8])=[O:9].[N-:2]=[N+:3]=[N-:4].[Na+:1]>>[N:2](=[N+:3]=[N-:4])[CH2:10][CH:11]([O:12][CH2:13][c:14]1[cH:15][cH:16][cH:17][cH:18][cH:19]1)[CH:20]([O:21][CH2:22][c:23]1[cH:24][cH:25][cH:26][cH:27][cH:28]1)[CH:29]([O:30][S:31](=[O:32])(=[O:33])[CH3:34])[CH2:35][O:36][CH2:37][c:38]1[cH:39][cH:40][cH:41][cH:42][cH:43]1. RXN SMILES: [Br:17][N:18]1[C:19](=[O:20])[CH2:21][CH2:22][C:23]1=[O:24].[C:37]([Cl:38])([Cl:39])([Cl:40])[Cl:41].[CH3:1][O:2][c:3]1[c:4]2[c:9]([cH:10][c:11]([O:15][CH3:16])[c:12]1[O:13][CH3:14])[C:7](=[O:8])[O:6][CH2:5]2.[N:25]([CH2:26][CH2:27][CH2:28][C:29]#[N:30])=[N:31][CH2:32][CH2:33][CH2:34][C:35]#[N:36]>>[CH3:1][O:2][c:3]1[c:4]2[c:9]([cH:10][c:11]([O:15][CH3:16])[c:12]1[O:13][CH3:14])[C:7](=[O:8])[O:6][CH:5]2[Br:17]. Starting materials: O=C1CCC(=O)N1Br, ClC(Cl)(Cl)Cl, COc1cc2c(c(OC)c1OC)COC2=O, N#CCCCN=NCCCC#N. Product: COc1cc2c(c(OC)c1OC)C(Br)OC2=O.